Task: describe an organic reaction: reactants, conditions, products, and yield. Dataset: the Open Reaction Database (ORD), a public repository of structured organic reaction records Product: CC(=O)N1N=C(c2ccc(N)c(C)c2)c2ccc(Cl)cc2CC1C. The reactants are CC(=O)N1N=C(c2ccc([N+](=O)[O-])c(C)c2)c2ccc(Cl)cc2CC1C, CO, ClCCl, NN, O. RXN SMILES: [C:1]([CH3:2])(=[O:3])[N:4]1[N:5]=[C:6]([c:17]2[cH:18][c:19]([CH3:26])[c:20]([N+:23]([O-:24])=[O:25])[cH:21][cH:22]2)[c:7]2[c:8]([cH:12][c:13]([Cl:16])[cH:14][cH:15]2)[CH2:9][CH:10]1[CH3:11].[CH3:30][OH:31].[Cl:32][CH2:33][Cl:34].[NH2:28][NH2:29].[OH2:27]>>[C:1]([CH3:2])(=[O:3])[N:4]1[N:5]=[C:6]([c:17]2[cH:18][c:19]([CH3:26])[c:20]([NH2:23])[cH:21][cH:22]2)[c:7]2[c:8]([cH:12][c:13]([Cl:16])[cH:14][cH:15]2)[CH2:9][CH:10]1[CH3:11]. Reactants: [OH-].[Li+] (Lithium hydroxide), BrC=1N=CC(=NC1)NC(CCC(=O)OC)=O (methyl 4-[(5-bromopyrazin-2-yl)amino]-4-oxo-butanoate). The solvent is O1CCCC1 (tetrahydrofuran), O (water), [Na] (sodium). The product is BrC=1N=CC(=NC1)NC(CCC(=O)O)=O (4-[(5-bromopyrazin-2-yl)amino]-4-oxo-butanoic acid). The yield is 90.1%. RXN SMILES: [OH-].[Li+].[Br:3][C:4]1[N:5]=[CH:6][C:7]([NH:10][C:11](=[O:18])[CH2:12][CH2:13][C:14]([O:16]C)=[O:15])=[N:8][CH:9]=1>O1CCCC1.O.[Na]>[Br:3][C:4]1[N:5]=[CH:6][C:7]([NH:10][C:11](=[O:18])[CH2:12][CH2:13][C:14]([OH:16])=[O:15])=[N:8][CH:9]=1 |f:0.1,^1:24|. Reported procedure: Lithium hydroxide (0.058 g, 1.0 eq.) was added at room temperature to a solution of methyl 4-[(5-bromopyrazin-2-yl)amino]-4-oxo-butanoate (Example II, 0.400 g, 1.0 eq.) in a mixture of tetrahydrofuran (15 mL) and water (5 mL). The reaction mixture was stirred at room temperature. The residue was diluted with a saturated solution of sodium hydrogenocarbonate and washed with ethyl acetate. The aqueous phase was acidified by addition of aqueous hydrochloric acid (concentrated) and extracted twice w...